Dataset: the Open Reaction Database (ORD), a public repository of structured organic reaction records. Task: describe an organic reaction: reactants, conditions, products, and yield Starting materials: N1C(=NC=C1)C=O (1H-imidazole-2-carboxaldehyde), C(=O)(C(F)(F)F)O (TFA), C(C1=CC=CC=C1)N1CCC(CC1)=O (1-benzyl-piperidin-4-one), C(C)(=O)O[BH-](OC(C)=O)OC(C)=O.C[N+](C)(C)C (tetramethylammonium triacetoxyborohydride), N1CCC(CC1)N1C2=CC=CC=C2OC=2C=C(C=CC12)C1=NN=NN1 (10-piperidin-4-yl-3-(1H-tetrazol-5-yl)-10H-phenoxazine), N1CCC(CC1)N1C2=CC=CC=C2OC=2C=C(C=CC12)C1=NN=NN1 (10-Piperidin-4-yl-3-(1H-tetrazol-5-yl)-10H-phenoxazine), C(C)(=O)O[BH-](OC(C)=O)OC(C)=O.[Na+] (sodium triacetoxyborohydride). Product: COC(C1=CC(=C(C=C1)NC1CCN(CC1)CC1=CC=CC=C1)O)=O (4-(1-Benzyl-piperidin-4-ylamino)-3-hydroxy-benzoic acid methyl ester). RXN SMILES: [C:1]([OH:7])([C:3](F)(F)F)=[O:2].[NH:8]1[CH2:13][CH2:12][CH:11]([N:14]2[C:27]3[CH:26]=[CH:25]C(C4NN=NN=4)=[CH:23][C:22]=3[O:21]C3C2=CC=CC=3)[CH2:10][CH2:9]1.[CH2:33](N1CCC(=O)CC1)[C:34]1[CH:39]=[CH:38][CH:37]=[CH:36][CH:35]=1.N1C=CN=[C:48]1C=O.C(O[BH-](OC(=O)C)OC(=O)C)(=O)C.[Na+].C(O[BH-](OC(=O)C)OC(=O)C)(=O)C.C[N+](C)(C)C>>[CH3:48][O:7][C:1](=[O:2])[C:3]1[CH:25]=[CH:26][C:27]([NH:14][CH:11]2[CH2:10][CH2:9][N:8]([CH2:33][C:34]3[CH:39]=[CH:38][CH:37]=[CH:36][CH:35]=3)[CH2:13][CH2:12]2)=[C:22]([OH:21])[CH:23]=1 |f:4.5,6.7|. Procedure: Using an adaptation of the method described in Procedure 7, substituting 4-amino-3-hydroxy-benzoic acid methyl ester for the TFA salt of 10-piperidin-4-yl-3-(1H-tetrazol-5-yl)-10H-phenoxazine, 6a, 1-benzyl-piperidin-4-one for 1H-imidazole-2-carboxaldehyde, and sodium triacetoxyborohydride for tetramethylammonium triacetoxyborohydride, the title compound 4-(1-benzyl-piperidin-4-ylamino)-3-hydroxy-benzoic acid methyl ester, 1d was obtained. The reactants are C(C)(C)(C)OC(CN)=O (glycine tert-butyl ester), C(C)C(CC=O)(CC)C (3-ethyl-3-methyl-pentanal). Solvent: C(Cl)Cl (CH2Cl2). Yield: 100.9%. The product is C(C)(C)(C)OC(C/N=C/CC(CC)(C)CC)=O ([3-ethyl-3-methyl-pent-(E)-ylideneamino]-acetic acid tert-butyl ester). Procedure details: Step E In a manner similar to the method described in Example 1a, glycine tert-butyl ester (1.0 g, 7.8 mmol) was reacted with 3-ethyl-3-methyl-pentanal (1 g, 7.8 mmol) in CH2Cl2 at room temperature for 5 h to give [3-ethyl-3-methyl-pent-(E)-ylideneamino]-acetic acid tert-butyl ester as a colorless oil (1.9 g, 100%). RXN SMILES: [C:1]([O:5][C:6](=[O:9])[CH2:7][NH2:8])([CH3:4])([CH3:3])[CH3:2].[CH2:10]([C:12]([CH3:18])([CH2:16][CH3:17])[CH2:13][CH:14]=O)[CH3:11]>C(Cl)Cl>[C:1]([O:5][C:6](=[O:9])[CH2:7]/[N:8]=[CH:11]/[CH2:10][C:12]([CH2:16][CH3:17])([CH3:18])[CH2:13][CH3:14])([CH3:4])([CH3:3])[CH3:2]. Reaction conditions: time 6 day. The solvent is O (water). As a reaction SMILES: [F:1][C:2]1[CH:7]=[C:6]([N+:8]([O-:10])=[O:9])[CH:5]=[CH:4][C:3]=1[CH3:11].[Br:12]([O-])(=O)=O.[Na+].CCOC(C)=O.S(=O)(O)[O-].[Na+]>O>[Br:12][CH2:11][C:3]1[CH:4]=[CH:5][C:6]([N+:8]([O-:10])=[O:9])=[CH:7][C:2]=1[F:1] |f:1.2,4.5|. Yields the product BrCC1=C(C=C(C=C1)[N+](=O)[O-])F (1-Bromomethyl-2-fluoro-4-nitro-benzene). Starting materials: FC1=C(C=CC(=C1)[N+](=O)[O-])C (2-Fluoro-1-methyl-4-nitro-benzene), Br(=O)(=O)[O-].[Na+] (sodium bromate), CCOC(=O)C (EtOAc), solution, S([O-])(O)=O.[Na+] (sodium bisulfite), S([O-])(O)=O.[Na+] (sodium bisulfite). Reported procedure: To a solution of 2-Fluoro-1-methyl-4-nitro-benzene (1 g, 6.45 mmol) and sodium bromate (2.92 g, 19.33 mmol) in an EtOAc:water (12 mL:9 mL) mixture, is added dropwise via addition funnel a 3.85M solution of sodium bisulfite 5.20 mL, 19.33 mmol). The mixture is vigorously stirred for six days and then sodium bisulfite (10 mL) is added and organic layer separated and washed with aqueous saturated solution of sodium bicarbonate. The organic phase is dried with magnesium sulfate, filtered and evapora...